This data is from the Open Reaction Database (ORD), a public repository of structured organic reaction records. The task is: describe an organic reaction: reactants, conditions, products, and yield Reactants: C1(=CC=CC=C1)CCCCN (4-phenylbutylamine), CC1=CC=C(C=N1)CC=1C(NC(=NC1)SC)=O (5-(6-methyl-3-pyridylmethyl)-2-methylthio-4-pyrimidone). Run in N1=CC=CC=C1 (pyridine). Product: O.C1(=CC=CC=C1)CCCCNC1=NC=C(C(N1)=O)CC=1C=NC(=CC1)C (2-(4-phenylbutylamino)-5-(6-methyl-3-pyridylmethyl)-4-pyrimidone hydrate). Reaction SMILES: [C:1]1([CH2:7][CH2:8][CH2:9][CH2:10][NH2:11])[CH:6]=[CH:5][CH:4]=[CH:3][CH:2]=1.[CH3:12][C:13]1[N:18]=[CH:17][C:16]([CH2:19][C:20]2[C:21](=[O:28])[NH:22][C:23](SC)=[N:24][CH:25]=2)=[CH:15][CH:14]=1>N1C=CC=CC=1>[OH2:28].[C:1]1([CH2:7][CH2:8][CH2:9][CH2:10][NH:11][C:23]2[NH:22][C:21](=[O:28])[C:20]([CH2:19][C:16]3[CH:17]=[N:18][C:13]([CH3:12])=[CH:14][CH:15]=3)=[CH:25][N:24]=2)[CH:6]=[CH:5][CH:4]=[CH:3][CH:2]=1 |f:3.4|. Procedure details: A mixture of 4-phenylbutylamine (2.7 g), 5-(6-methyl-3-pyridylmethyl)-2-methylthio-4-pyrimidone (3.0 g) and dry pyridine (20 ml) was heated under reflux for 40 hours, and evaporated to dryness. Water was added to the residue and the pH of the mixture was adjusted to 7. The solid was filtered off and was recrystallized from aqueous ethanol to give 2-(4-phenylbutylamino)-5-(6-methyl-3-pyridylmethyl)-4-pyrimidone hydrate m.p. 151°-152°.